The task is: describe an organic reaction: reactants, conditions, products, and yield. This data is from the Open Reaction Database (ORD), a public repository of structured organic reaction records. Starting materials: [H-].[Na+] (sodium hydride), FC=1C=C2C(CC(NC2=C(C1)C(=O)O)C1=CC(=CC=C1)N1CCOCC1)(C)C (6-fluoro-4,4-dimethyl-2-(3-morpholin-4-yl-phenyl)-1,2,3,4-tetrahydro-quinoline-8-carboxylic acid), C(=O)(N1C=NC=C1)N1C=NC=C1 (1,1′-carbonyldiimidazole), CS(=O)(=O)N (methanesulfonamide). The solvent is O (water), CN(C=O)C (N,N-dimethylformamide), CN(C=O)C (N,N-dimethylformamide). Reaction conditions: temperature 25 celsius, time 1 hour. Yields the product FC=1C=C2C(CC(NC2=C(C1)C(=O)NS(=O)(=O)C)C1=CC(=CC=C1)N1CCOCC1)(C)C (N-[6-fluoro-4,4-dimethyl-2-(3-morpholin-4-yl-phenyl)-1,2,3,4-tetrahydro-quinoline-8-carbonyl]-methanesulfonamide). The yield is 45.0%. RXN SMILES: [H-].[Na+].[CH3:3][S:4]([NH2:7])(=[O:6])=[O:5].[F:8][C:9]1[CH:10]=[C:11]2[C:16](=[C:17]([C:19](O)=[O:20])[CH:18]=1)[NH:15][CH:14]([C:22]1[CH:27]=[CH:26][CH:25]=[C:24]([N:28]3[CH2:33][CH2:32][O:31][CH2:30][CH2:29]3)[CH:23]=1)[CH2:13][C:12]2([CH3:35])[CH3:34].C(N1C=CN=C1)(N1C=CN=C1)=O>CN(C)C=O.O>[F:8][C:9]1[CH:10]=[C:11]2[C:16](=[C:17]([C:19]([NH:7][S:4]([CH3:3])(=[O:6])=[O:5])=[O:20])[CH:18]=1)[NH:15][CH:14]([C:22]1[CH:27]=[CH:26][CH:25]=[C:24]([N:28]3[CH2:33][CH2:32][O:31][CH2:30][CH2:29]3)[CH:23]=1)[CH2:13][C:12]2([CH3:35])[CH3:34] |f:0.1|. Procedure details: To a suspension of 60% sodium hydride (360 mg, 9 mmol) in N,N-dimethylformamide (5 mL) was added methanesulfonamide (865 mg, 9.1 mmol) at room temperature. The resulting mixture was stirred at 25° C. for 1 h to afford Solution A56. A solution of 6-fluoro-4,4-dimethyl-2-(3-morpholin-4-yl-phenyl)-1,2,3,4-tetrahydro-quinoline-8-carboxylic acid (500 mg, 1.3 mmol) and 1,1′-carbonyldiimidazole (422 mg, 2.6 mmol) in N,N-dimethylformamide (3 mL) was stirred at 70° C. for 1 h and cooled to room temperatu... The reactants are solution, C(C(=O)Cl)(=O)Cl (oxalyl chloride), C1(CCCC1)CC(C(=O)O)C1=CC=C(C=C1)OC(F)(F)F (3-cyclopentyl-2-(4-trifluoromethoxy-phenyl)-propionic acid), NC=1SC=CN1 (2-aminothiazole), C(C)(C)N(C(C)C)CC (N,N-diisopropylethylamine). Reagents/catalysts: CN(C=O)C (N,N-dimethylformamide). Solvent: C(Cl)Cl (methylene chloride), C(Cl)Cl (methylene chloride), O1CCCC1 (tetrahydrofuran). Run at temperature 25 celsius, time 30 minute. Product: hexanes ethyl acetate, C1(CCCC1)CC(C(=O)NC=1SC=CN1)C1=CC=C(C=C1)OC(F)(F)F (3-cyclopentyl-N-thiazol-2-yl-2-(4-trifluoromethoxy-phenyl)-propionamide). The yield is 102.0%. RXN SMILES: [CH:1]1([CH2:6][CH:7]([C:11]2[CH:16]=[CH:15][C:14]([O:17][C:18]([F:21])([F:20])[F:19])=[CH:13][CH:12]=2)[C:8]([OH:10])=O)[CH2:5][CH2:4][CH2:3][CH2:2]1.C(Cl)(=O)C(Cl)=O.[NH2:28][C:29]1[S:30][CH:31]=[CH:32][N:33]=1.C(N(CC)C(C)C)(C)C>C(Cl)Cl.CN(C)C=O.O1CCCC1>[CH:1]1([CH2:6][CH:7]([C:11]2[CH:16]=[CH:15][C:14]([O:17][C:18]([F:21])([F:20])[F:19])=[CH:13][CH:12]=2)[C:8]([NH:28][C:29]2[S:30][CH:31]=[CH:32][N:33]=2)=[O:10])[CH2:2][CH2:3][CH2:4][CH2:5]1. Procedure details: A solution of 3-cyclopentyl-2-(4-trifluoromethoxy-phenyl)-propionic acid (0.16 g, 0.52 mmol) in methylene chloride (5.3 mL) cooled to 0° C. was treated with a 2.0M solution of oxalyl chloride in methylene chloride (0.29 mL, 0.58 mmol) and a few drops of N,N-dimethylformamide. The reaction mixture was stirred at 0° C. for 10 min and at 25° C. for 30 min. The reaction mixture was then treated with a solution of 2-aminothiazole (0.11 g, 1.16 mmol) and N,N-diisopropylethylamine (0.22 mL, 1.27 mmol) ... Starting materials: ClC1=CC=C(CC2NCCC3=CC(=C(C=C23)OC)OC)C=C1 (1-(4-Chloro-benzyl)-6,7-dimethoxy-1,2,3,4-tetrahydroisoquinoline), BrCC(=O)Br (2-bromoacetyl bromide), N1=C(C=CC=C1)CN (2-picolylamine). Product: ClC1=CC=C(CC2N(CCC3=CC(=C(C=C23)OC)OC)CC(=O)NCC2=NC=CC=C2)C=C1 (2-[1-(4-Chloro-benzyl)-6,7-dimethoxy-3,4-dihydro-1H-isoquinolin-2-yl]-N-(pyridin-2-yl-methyl)-acetamide). As a reaction SMILES: [Cl:1][C:2]1[CH:22]=[CH:21][C:5]([CH2:6][CH:7]2[C:16]3[C:11](=[CH:12][C:13]([O:19][CH3:20])=[C:14]([O:17][CH3:18])[CH:15]=3)[CH2:10][CH2:9][NH:8]2)=[CH:4][CH:3]=1.Br[CH2:24][C:25](Br)=[O:26].[N:28]1[CH:33]=[CH:32][CH:31]=[CH:30][C:29]=1[CH2:34][NH2:35]>>[Cl:1][C:2]1[CH:3]=[CH:4][C:5]([CH2:6][CH:7]2[C:16]3[C:11](=[CH:12][C:13]([O:19][CH3:20])=[C:14]([O:17][CH3:18])[CH:15]=3)[CH2:10][CH2:9][N:8]2[CH2:24][C:25]([NH:35][CH2:34][C:29]2[CH:30]=[CH:31][CH:32]=[CH:33][N:28]=2)=[O:26])=[CH:21][CH:22]=1. Reported procedure: prepared by reaction of 1-(4-Chloro-benzyl)-6,7-dimethoxy-1,2,3,4-tetrahydroisoquinoline and 2-bromoacetyl bromide with 2-picolylamine Starting materials: C(C)(C)(C)OC(=O)N1CCC(CC1)=O (N-tert-Butyloxycarbonyl-4-piperidone), C1(=CC=CC=C1)C1NCCCC1 (2-phenylpiperidine), O (Water), C(#N)[BH3-].[Na+] (sodium cyanoborohydride). The reagents and catalysts are CC([O-])C.[Ti+4].CC([O-])C.CC([O-])C.CC([O-])C (titanium isopropoxide). The solvent is CO (methanol), C(C)(=O)OCC (ethyl acetate). Reaction conditions: time 20 hour. The product is C(C)(C)(C)OC(=O)N1CCC(CC1)N1C(CCCC1)C1=CC=CC=C1 (1-tert-Butyloxycarbonyl-4-[2-phenylpiperidin-1-yl]piperidine). Isolated yield 3.0%. As a reaction SMILES: [C:1]([O:5][C:6]([N:8]1[CH2:13][CH2:12][C:11](=O)[CH2:10][CH2:9]1)=[O:7])([CH3:4])([CH3:3])[CH3:2].[C:15]1([CH:21]2[CH2:26][CH2:25][CH2:24][CH2:23][NH:22]2)[CH:20]=[CH:19][CH:18]=[CH:17][CH:16]=1.C([BH3-])#N.[Na+].O>CO.C(OCC)(=O)C.CC(C)[O-].[Ti+4].CC(C)[O-].CC(C)[O-].CC(C)[O-]>[C:1]([O:5][C:6]([N:8]1[CH2:13][CH2:12][CH:11]([N:22]2[CH2:23][CH2:24][CH2:25][CH2:26][CH:21]2[C:15]2[CH:20]=[CH:19][CH:18]=[CH:17][CH:16]=2)[CH2:10][CH2:9]1)=[O:7])([CH3:4])([CH3:3])[CH3:2] |f:2.3,7.8.9.10.11|. Procedure details: N-tert-Butyloxycarbonyl-4-piperidone (5 g), 2-phenylpiperidine (4.03 g) and titanium isopropoxide (8.9 ml) were stirred at room temperature under a nitrogen atmosphere for 3 h. The resulting orange solution was diluted with methanol (40 ml), treated with sodium cyanoborohydride (1.6 g), and stirred for 20 h. Water (50 ml) was added to give a granular precipitate which was removed by filtration through celite. The filtrate was partitioned between water-ethyl acetate, the organic phase separated, ... The reactants are COC(OC)P(OC)(=O)C (Methyl (dimethoxymethyl)methylphosphinate), [I-].[Na+] (sodium iodide). The solvent is C(C)C(=O)C (methyl ethyl ketone). The product is COC(OC)P([O-])(=O)C.[Na+] (Sodium (dimethoxymethyl)methylphosphinate). As a reaction SMILES: [CH3:1][O:2][CH:3]([P:6]([CH3:10])(=[O:9])[O:7]C)[O:4][CH3:5].[I-].[Na+:12]>C(C(C)=O)C>[CH3:1][O:2][CH:3]([P:6]([CH3:10])(=[O:7])[O-:9])[O:4][CH3:5].[Na+:12] |f:1.2,4.5|. Reported procedure: The product of step (a) (7.4 g) in methyl ethyl ketone (75 ml) was refluxed for 2 hr with sodium iodide (7.0 g). The resulting suspension was cooled and the product filtered off, washed and dried (7.4 g). The n.m.r spectrum was consistent with the required material. Reactants: FC1(CCC(CC1)CNC(=O)C=1C=2C=CC(=NC2C=CC1Cl)Cl)F (2,6-dichloro-quinoline-5-carboxylic acid (4,4-difluoro-cyclohexylmethyl)-amide), COCCCN (3-methoxy-propylamine). Yields the product FC1(CCC(CC1)CNC(=O)C=1C=2C=CC(=NC2C=CC1Cl)NCCCOC)F (6-Chloro-2-(3-methoxy-propylamino)-quinoline-5-carboxylic acid (4,4-difluoro-cyclohexyl methyl)-amide). RXN SMILES: [F:1][C:2]1([F:24])[CH2:7][CH2:6][CH:5]([CH2:8][NH:9][C:10]([C:12]2[C:13]3[CH:14]=[CH:15][C:16](Cl)=[N:17][C:18]=3[CH:19]=[CH:20][C:21]=2[Cl:22])=[O:11])[CH2:4][CH2:3]1.[CH3:25][O:26][CH2:27][CH2:28][CH2:29][NH2:30]>>[F:1][C:2]1([F:24])[CH2:7][CH2:6][CH:5]([CH2:8][NH:9][C:10]([C:12]2[C:13]3[CH:14]=[CH:15][C:16]([NH:30][CH2:29][CH2:28][CH2:27][O:26][CH3:25])=[N:17][C:18]=3[CH:19]=[CH:20][C:21]=2[Cl:22])=[O:11])[CH2:4][CH2:3]1. Procedure details: The title compound was synthesized according to the procedure described in example 1 using 2,6-dichloro-quinoline-5-carboxylic acid (4,4-difluoro-cyclohexylmethyl)-amide, and 3-methoxy-propylamine. 1H NMR (400 MHz, DMSO-d6) δ ppm 8.70 (t, J=5.8 Hz, 1H), 7.59 (d, J=9.2 Hz, 1H), 7.47-7.50 (m, 2H), 7.24 (t, J=5.4 Hz, 1H), 6.82 (d, J=9.2 Hz, 1H), 3.39-3.42 (m, 4H), 3.20-3.22 (m, 5H), 2.01-2.03 (m, 2H), 1.73-1.85 (m, 7H), 1.22-1.31 (m, 2H). m/z: 426.0 [M+H]+ Starting materials: N(=NC(=O)N1CCCCC1)C(=O)N1CCCCC1 (1,1′-(azodicarbonyl)dipiperidine), CC=1N(C=CN1)C=1OC(=C(N1)C1=CC=C(C=C1)C(F)(F)F)CCCO (2-(2-methyl-1-imidazolyl)-4-(4-trifluoromethylphenyl)-5-oxazolepropanol), CC1=C(C=CC=C1)O (2-methylphenol), C(CCC)P(CCCC)CCCC (tributylphosphine). Run in O1CCCC1 (tetrahydrofuran). Run at time 1 hour. The product is CC=1N(C=CN1)C=1OC(=C(N1)C1=CC=C(C=C1)C(F)(F)F)CCCOC1=C(C=CC=C1)C (2-(2-Methyl-1-imidazolyl)-5-[3-(2-methylphenoxy)propyl]-4-(4-trifluoromethylphenyl)oxazole). As a reaction SMILES: [CH3:1][C:2]1[N:3]([C:7]2[O:8][C:9]([CH2:22][CH2:23][CH2:24][OH:25])=[C:10]([C:12]3[CH:17]=[CH:16][C:15]([C:18]([F:21])([F:20])[F:19])=[CH:14][CH:13]=3)[N:11]=2)[CH:4]=[CH:5][N:6]=1.[CH3:26][C:27]1[CH:32]=[CH:31][CH:30]=[CH:29][C:28]=1O.C(P(CCCC)CCCC)CCC.N(C(N1CCCCC1)=O)=NC(N1CCCCC1)=O>O1CCCC1>[CH3:1][C:2]1[N:3]([C:7]2[O:8][C:9]([CH2:22][CH2:23][CH2:24][O:25][C:28]3[CH:29]=[CH:30][CH:31]=[CH:32][C:27]=3[CH3:26])=[C:10]([C:12]3[CH:13]=[CH:14][C:15]([C:18]([F:21])([F:20])[F:19])=[CH:16][CH:17]=3)[N:11]=2)[CH:4]=[CH:5][N:6]=1. Procedure details: To a mixture of 2-(2-methyl-1-imidazolyl)-4-(4-trifluoromethylphenyl)-5-oxazolepropanol (700 mg), 2-methylphenol (432 mg), tributylphosphine (607 mg) and tetrahydrofuran (10 mL) was added 1,1′-(azodicarbonyl)dipiperidine (750 mg) at room temperature and the mixture was stirred for 1 h. The reaction mixture was concentrated and the residue was subjected to silica gel column chromatography. The title compound was obtained as crystals from an eluate from ethyl acetate-hexane (2:3, v/v). Recrystalli... As a reaction SMILES: [CH2:10]1[CH2:11][CH2:12][NH:13][CH2:14][CH2:15]1.[CH:16]([N:17]([CH2:18][CH3:19])[CH:20]([CH3:21])[CH3:22])([CH3:23])[CH3:24].[Cl:1][c:2]1[n:3][c:4]([Cl:9])[cH:5][c:6]([Cl:8])[n:7]1.[O:25]1[CH2:26][CH2:27][CH2:28][CH2:29]1>>[Cl:1][c:2]1[n:3][c:4]([Cl:9])[cH:5][c:6]([N:13]2[CH2:12][CH2:11][CH2:10][CH2:15][CH2:14]2)[n:7]1. The product is Clc1cc(N2CCCCC2)nc(Cl)n1. Starting materials: C1CCNCC1, CCN(C(C)C)C(C)C, Clc1cc(Cl)nc(Cl)n1, C1CCOC1.